Dataset: the Open Reaction Database (ORD), a public repository of structured organic reaction records. Task: describe an organic reaction: reactants, conditions, products, and yield Starting materials: CCOC(=O)N=S(C)(=O)c1cccc(COc2cc3ncnc(Nc4ccnc(C)c4)c3cc2OC)c1, CO, ClCCl. Product: COc1cc2c(Nc3ccnc(C)c3)ncnc2cc1OCc1cccc(S(C)(=N)=O)c1. Reaction SMILES: [CH2:1]([O:2][C:3](=[O:4])[N:6]=[S:7](=[O:8])([c:9]1[cH:10][c:11]([CH2:15][O:16][c:17]2[c:18]([O:35][CH3:36])[cH:19][c:20]3[c:21]([NH:27][c:28]4[cH:29][c:30]([CH3:34])[n:31][cH:32][cH:33]4)[n:22][cH:23][n:24][c:25]3[cH:26]2)[cH:12][cH:13][cH:14]1)[CH3:37])[CH3:5].[CH3:38][OH:39].[Cl:40][CH2:41][Cl:42]>>[NH:6]=[S:7](=[O:8])([c:9]1[cH:10][c:11]([CH2:15][O:16][c:17]2[c:18]([O:35][CH3:36])[cH:19][c:20]3[c:21]([NH:27][c:28]4[cH:29][c:30]([CH3:34])[n:31][cH:32][cH:33]4)[n:22][cH:23][n:24][c:25]3[cH:26]2)[cH:12][cH:13][cH:14]1)[CH3:37]. The reactants are O[C@H](C)[C@@H]1[C@@H]2N(C(=C(C2)S[C@H]2C[C@H](N(C2)C(=O)OCC2=CC=C(C=C2)[N+](=O)[O-])C2CC(N2C)=O)C(=O)OCC2=CC=C(C=C2)[N+](=O)[O-])C1=O (p-nitrobenzyl (5R,6S)-6-[(R)-1-hydroxyethyl]-2-[(2S,4S)-2-(N-methyl-2-azetidinon-4-yl)-N-(p-nitrobenzyloxycarbonyl)pyrrolidin-4-ylthio]-1-carbapen-2-em-3-carboxylate), O(C1=CC=CC=C1)P(=O)(OC1=CC=CC=C1)OC=1[C@@H]([C@@H]2N(C1C(=O)OCC1=CC=C(C=C1)[N+](=O)[O-])C([C@@H]2[C@@H](C)O)=O)C (p-nitrobenzyl (1R,5S,6S)-2-diphenoxyphosphoryloxy-6-[(R)-1-hydroxyethyl]-1-methyl-1-carbapen-2-em-3-carboxylate), C(N)(=O)C1N(CC(C1)[C@H]1N(C[C@H](C1)S)C(=O)OCC1=CC=C(C=C1)[N+](=O)[O-])C(=O)OCC1=CC=C(C=C1)[N+](=O)[O-] ((2S,4S)-2-[2-carbamoyl-N-(p-nitrobenzyloxycarbonyl)pyrrolidin-4-yl]-4-mercapto-N-(p-nitrobenzyloxycarbonyl)pyrrolidine). Product: C(N)(=O)C1N(CC(C1)[C@H]1N(C[C@H](C1)SC=1[C@@H]([C@H]2N(C1C(=O)OCC1=CC=C(C=C1)[N+](=O)[O-])C([C@@H]2[C@@H](C)O)=O)C)C(=O)OCC2=CC=C(C=C2)[N+](=O)[O-])C(=O)OCC2=CC=C(C=C2)[N+](=O)[O-] (p-nitrobenzyl (1R,5S,6S)-2-[(2S,4S)-2-[2-carbamoyl-N-(p-nitrobenzyloxycarbonyl)pyrrolidin-4-yl]-N-(p-nitrobenzyloxycarbonyl)pyrrolidin-4-ylthio]-6-[(R)-1-hydroxyethyl]-1-methyl-1-carbapen-2-em-3-carboxylate), II. Isolated yield 93.4%. RXN SMILES: O(P(O[C:18]1[C@H:19]([CH3:42])[C@H:20]2[C@@H:37]([C@H:38]([OH:40])[CH3:39])[C:36](=[O:41])[N:21]2[C:22]=1[C:23]([O:25][CH2:26][C:27]1[CH:32]=[CH:31][C:30]([N+:33]([O-:35])=[O:34])=[CH:29][CH:28]=1)=[O:24])(OC1C=CC=CC=1)=O)C1C=CC=CC=1.[C:43]([CH:46]1[CH2:50][CH:49]([C@@H:51]2[CH2:55][C@H:54]([SH:56])[CH2:53][N:52]2[C:57]([O:59][CH2:60][C:61]2[CH:66]=[CH:65][C:64]([N+:67]([O-:69])=[O:68])=[CH:63][CH:62]=2)=[O:58])[CH2:48][N:47]1[C:70]([O:72][CH2:73][C:74]1[CH:79]=[CH:78][C:77]([N+:80]([O-:82])=[O:81])=[CH:76][CH:75]=1)=[O:71])(=[O:45])[NH2:44].O[C@@H]([C@H]1C(=O)N2C(C(OCC3C=CC([N+]([O-])=O)=CC=3)=O)=C(S[C@@H]3CN(C(OCC4C=CC([N+]([O-])=O)=CC=4)=O)[C@H](C4N(C)C(=O)C4)C3)C[C@H]12)C>>[C:43]([CH:46]1[CH2:50][CH:49]([C@@H:51]2[CH2:55][C@H:54]([S:56][C:18]3[C@H:19]([CH3:42])[C@@H:20]4[C@@H:37]([C@H:38]([OH:40])[CH3:39])[C:36](=[O:41])[N:21]4[C:22]=3[C:23]([O:25][CH2:26][C:27]3[CH:28]=[CH:29][C:30]([N+:33]([O-:35])=[O:34])=[CH:31][CH:32]=3)=[O:24])[CH2:53][N:52]2[C:57]([O:59][CH2:60][C:61]2[CH:62]=[CH:63][C:64]([N+:67]([O-:69])=[O:68])=[CH:65][CH:66]=2)=[O:58])[CH2:48][N:47]1[C:70]([O:72][CH2:73][C:74]1[CH:79]=[CH:78][C:77]([N+:80]([O-:82])=[O:81])=[CH:76][CH:75]=1)=[O:71])(=[O:45])[NH2:44]. Reported procedure: The same procedure as in Example 1-1 was carried out by using p-nitrobenzyl (1R,5S,6S)-2-diphenoxyphosphoryloxy-6-[(R)-1-hydroxyethyl]-1-methyl-1-carbapen-2-em-3-carboxylate (290 mg, 0.49 mmol) and (2S,4S)-2-[2-carbamoyl-N-(p-nitrobenzyloxycarbonyl)pyrrolidin-4-yl]-4-mercapto-N-(p-nitrobenzyloxycarbonyl)pyrrolidine diastereomer II (280 mg, 0.49 mmol, compound of Reference Example 14) to obtain p-nitrobenzyl (1R,5S,6S)-2-[(2S,4S)-2-[2-carbamoyl-N-(p-nitrobenzyloxycarbonyl)pyrrolidin-4-yl]-N-(p-ni... Starting materials: CO, [Cl-], [N-]=[N+]=[N-], [NH4+], [Na+], C1COC2(CCC(C3CO3)CC2)O1. Yields the product [N-]=[N+]=NCC(O)C1CCC2(CC1)OCCO2. Reaction SMILES: [CH3:20][OH:21].[Cl-:18].[N-:15]=[N+:16]=[N-:17].[NH4+:19].[Na+:14].[O:1]1[CH:2]([CH:4]2[CH2:5][CH2:6][C:7]3([O:8][CH2:9][CH2:10][O:11]3)[CH2:12][CH2:13]2)[CH2:3]1>>[OH:1][CH:2]([CH2:3][N:15]=[N+:16]=[N-:17])[CH:4]1[CH2:5][CH2:6][C:7]2([O:8][CH2:9][CH2:10][O:11]2)[CH2:12][CH2:13]1.